Dataset: the Open Reaction Database (ORD), a public repository of structured organic reaction records. Task: describe an organic reaction: reactants, conditions, products, and yield Starting materials: C(C(C)(C)C1=CC=CC=C1)[Sn](C1=CC=C(C=C1)F)(CC(C)(C)C1=CC=CC=C1)Cl (dineophyl-parafluorophenyltin chloride), [F-].[K+] (potassium fluoride), C1=CC=CC=C1 (benzene). Solvent: O (water). The product is C(C(C)(C)C1=CC=CC=C1)[Sn](C1=CC=C(C=C1)F)(CC(C)(C)C1=CC=CC=C1)F (dineophyl-parafluorophenyltin fluoride). Isolated yield 79.5%. Reaction SMILES: [CH2:1]([Sn:11](Cl)([CH2:19][C:20]([C:23]1[CH:28]=[CH:27][CH:26]=[CH:25][CH:24]=1)([CH3:22])[CH3:21])[C:12]1[CH:17]=[CH:16][C:15]([F:18])=[CH:14][CH:13]=1)[C:2]([C:5]1[CH:10]=[CH:9][CH:8]=[CH:7][CH:6]=1)([CH3:4])[CH3:3].[F-:30].[K+].C1C=CC=CC=1>O>[CH2:1]([Sn:11]([F:30])([CH2:19][C:20]([C:23]1[CH:28]=[CH:27][CH:26]=[CH:25][CH:24]=1)([CH3:22])[CH3:21])[C:12]1[CH:17]=[CH:16][C:15]([F:18])=[CH:14][CH:13]=1)[C:2]([C:5]1[CH:10]=[CH:9][CH:8]=[CH:7][CH:6]=1)([CH3:4])[CH3:3] |f:1.2|. Procedure details: A mixture consisting of the crude dineophyl-parafluorophenyltin chloride (50 g) and potassium fluoride (5.8 g, 0.1 mol) was heated for 2 hours in the presence of benzene (120 g) and water (23 g). The aqueous layer of the reaction mixture was removed, and the organic layer was washed with water, filtered and concentrated under reduced pressure. The residue thus obtained was crystallized from petroleum ether to give 38.5 g of dineophyl-parafluorophenyltin fluoride as a white solid. Product: ClC1=C(OC2=CC(=C(C=C2)N(C(=O)NC(C2=C(C=CC=C2F)F)=O)SN2CCOCC2)F)C=CC(=C1)C(F)(F)F (N-[[[4-[2-chloro-4-(trifluoromethyl)phenoxy]-2-fluorophenyl][(4-morpholinyl)thio]amino]carbonyl]-2,6-difluorobenzamide). The reactants are FC1=C(C(=O)N=C=O)C(=CC=C1)F (2,6-Difluorobenzoyl isocyanate), ClC1=C(OC2=CC(=C(C=C2)NSN2CCOCC2)F)C=CC(=C1)C(F)(F)F ([4-[2-chloro-4-(trifluoromethyl)phenoxy]-2-fluorophenyl][(4-morpholinyl)thio]amine). Procedure details: 2,6-Difluorobenzoyl isocyanate (1.4 g) in a 1:1 (v/v) mixture of toluene and petroleum ether (10 ml) was added to a solution of the compound produced by Example 6 (3 g) in the same solvent (15 ml), at ambient temperature. The solution was stirred for two hours and placed in a freezer overnight (-5° to 0° C.). The solvent was removed by evaporation, and the residue was chromatographed twice on silica, firstly using dichloromethane as eluant and secondly using a 1:1 (v/v) mixture of diethyl ether ... The yield is 58.2%. The solvent is petroleum ether, C1(=CC=CC=C1)C (toluene), solvent. As a reaction SMILES: [F:1][C:2]1[CH:12]=[CH:11][CH:10]=[C:9]([F:13])[C:3]=1[C:4]([N:6]=[C:7]=[O:8])=[O:5].[Cl:14][C:15]1[CH:36]=[C:35]([C:37]([F:40])([F:39])[F:38])[CH:34]=[CH:33][C:16]=1[O:17][C:18]1[CH:23]=[CH:22][C:21]([NH:24][S:25][N:26]2[CH2:31][CH2:30][O:29][CH2:28][CH2:27]2)=[C:20]([F:32])[CH:19]=1>C1(C)C=CC=CC=1>[Cl:14][C:15]1[CH:36]=[C:35]([C:37]([F:40])([F:39])[F:38])[CH:34]=[CH:33][C:16]=1[O:17][C:18]1[CH:23]=[CH:22][C:21]([N:24]([S:25][N:26]2[CH2:31][CH2:30][O:29][CH2:28][CH2:27]2)[C:7]([NH:6][C:4](=[O:5])[C:3]2[C:2]([F:1])=[CH:12][CH:11]=[CH:10][C:9]=2[F:13])=[O:8])=[C:20]([F:32])[CH:19]=1. Conditions: time 2 hour. Starting materials: CCO, CC(C)(C)OC(=O)N1CCC(NC(=O)OCc2ccccc2)(C(N)=O)CC1, [Pd]. Product: CC(C)(C)OC(=O)N1CCC(NC(=O)OCc2ccccc2)(C(=O)O)CC1. As a reaction SMILES: [CH3:28][CH2:29][OH:30].[NH2:1][C:2](=[O:3])[C:4]1([NH:17][C:18](=[O:19])[O:20][CH2:21][c:22]2[cH:23][cH:24][cH:25][cH:26][cH:27]2)[CH2:5][CH2:6][N:7]([C:10](=[O:11])[O:12][C:13]([CH3:14])([CH3:15])[CH3:16])[CH2:8][CH2:9]1.[Pd:31]>>[C:2](=[O:3])([C:4]1([NH:17][C:18](=[O:19])[O:20][CH2:21][c:22]2[cH:23][cH:24][cH:25][cH:26][cH:27]2)[CH2:5][CH2:6][N:7]([C:10](=[O:11])[O:12][C:13]([CH3:14])([CH3:15])[CH3:16])[CH2:8][CH2:9]1)[OH:30]. Reactants: O=CO, Nc1ccc(C2=NNC(=O)C3CC23)cc1, O. Yields the product O=CNc1ccc(C2=NNC(=O)C3CC23)cc1. As a reaction SMILES: [CH:16](=[O:17])[OH:18].[NH2:1][c:2]1[cH:3][cH:4][c:5]([C:8]2=[N:14][NH:13][C:12](=[O:15])[CH:11]3[CH:9]2[CH2:10]3)[cH:6][cH:7]1.[OH2:19]>>[NH:1]([c:2]1[cH:3][cH:4][c:5]([C:8]2=[N:14][NH:13][C:12](=[O:15])[CH:11]3[CH:9]2[CH2:10]3)[cH:6][cH:7]1)[CH:16]=[O:17].